This data is from the Open Reaction Database (ORD), a public repository of structured organic reaction records. The task is: describe an organic reaction: reactants, conditions, products, and yield Reactants: C(=O)([O-])[O-].[Cs+].[Cs+] (Cs2CO3), ClC1=CC=C(C=C1)I (1-Chloro-4-iodobenzene), [H+].[B-](F)(F)(F)F (HBF4), CN1C=NC=C1 (1-methyl-1H-imidazole), C1(CCCCC1)P(C1CCCCC1)C1CCCCC1 (PCy3). The reagents and catalysts are CC(=O)[O-].CC(=O)[O-].[Pd+2] (Pd(OAc)2). The solvent is CN(C)C=O (DMF). Conditions: temperature 120 celsius. The product is ClC1=CC=C(C=C1)C1=CN=CN1C (5-(4-chlorophenyl)-1-methyl-1H-imidazole). Reaction SMILES: [Cl:1][C:2]1[CH:7]=[CH:6][C:5](I)=[CH:4][CH:3]=1.[CH3:9][N:10]1[CH:14]=[CH:13][N:12]=[CH:11]1.C1(P(C2CCCCC2)C2CCCCC2)CCCCC1.[H+].[B-](F)(F)(F)F.C([O-])([O-])=O.[Cs+].[Cs+]>CN(C=O)C.CC([O-])=O.CC([O-])=O.[Pd+2]>[Cl:1][C:2]1[CH:7]=[CH:6][C:5]([C:14]2[N:10]([CH3:9])[CH:11]=[N:12][CH:13]=2)=[CH:4][CH:3]=1 |f:3.4,5.6.7,9.10.11|. Reported procedure: 1-Chloro-4-iodobenzene (10 g, 42 mmol) was combined with 1-methyl-1H-imidazole (13.3 mL, 168 mmol), Pd(OAc)2 (470 mg), PCy3.HBF4 (1.54 g), Cs2CO3 (13.7 g, 42 mmol) in DMF (200 mL). The reaction was heated to 120° C. for 15 hr. After cooling to ambient temperature, the reaction was filtered to remove solids and the eluent was partitioned between EtOAc and H2O. The organics were separated, washed with saturated aqueous NaHCO3, and dried with saturated aqueous NaCl. Solvents were removed in vacuo a... Starting materials: N1(CCCCC1)C1=CC=C(C=C1)C(C)=O (p-(piperidino)acetophenone), C[O-].[Na+] (sodium methoxide), ester, C(#N)CC(=O)N (2-cyanoacetamide), [Na] (sodium), N1(CCCCC1)C1=CC=C(C(=O)CC=O)C=C1 (p-(piperidino)benzoylacetaldehyde), C(=O)OCC (ethyl formate). Product: N1CCCCC1 (piperidine), N1(CCCCC1)C1=CC=C(C=C1)C=1NC(C(C#N)=CC1)=O (6-(p-piperidinophenyl)-1,2-dihydro-2-oxonicotinonitrile). Run in O1CCCC1 (tetrahydrofuran), O (water), O1CCCC1 (tetrahydrofuran), C(C)(=O)O (acetic acid). Reaction SMILES: [Na].[N:2]1([C:8]2[CH:18]=[CH:17][C:11]([C:12]([CH2:14][CH:15]=O)=O)=[CH:10][CH:9]=2)[CH2:7][CH2:6][CH2:5][CH2:4][CH2:3]1.C[O-].[Na+].N1(C2C=CC(C(=O)C)=CC=2)CCCCC1.C(OCC)=O.[C:42]([CH2:44][C:45]([NH2:47])=[O:46])#[N:43]>C(O)(=O)C.O1CCCC1.O>[NH:2]1[CH2:7][CH2:6][CH2:5][CH2:4][CH2:3]1.[N:2]1([C:8]2[CH:18]=[CH:17][C:11]([C:12]3[NH:47][C:45](=[O:46])[C:44](=[CH:15][CH:14]=3)[C:42]#[N:43])=[CH:10][CH:9]=2)[CH2:7][CH2:6][CH2:5][CH2:4][CH2:3]1 |f:2.3,^1:0|. Procedure details: From a solution of the sodium salt of p-(piperidino)benzoylacetaldehyde in 300 ml. of water (prepared from 11.4 g. of sodium methoxide in 100 ml. of tetrahydrofuran, and a solution of 36.5 g. of p-(piperidino)acetophenone and 13.3 g. of ethyl formate in 130 ml. of tetrahydrofuran), 18.9 g. of 2-cyanoacetamide and a solution consisting of 2.3 ml. of acetic acid, 5.3 ml. of ester and 4.1 ml. of piperidine, there is obtained 6-(p-piperidinophenyl)-1,2-dihydro-2-oxonicotinonitrile. The reactants are C(=O)(O)CC1COC2=C1C(=CC=C2OC)C(=O)NC2=C(C=NC=C2Cl)Cl ((±)-3-Carboxymethyl-4-(3,5-dichloro-4-pyridylaminocarbonyl)-7-methoxy-2,3-dihydrobenzofuran), N1=CC(=CC=C1)CN (3-pyridylmethylamine). Yields the product ClC=1C=NC=C(C1NC(=O)C1=CC=C(C2=C1C(CO2)CC(=O)NCC=2C=NC=CC2)OC)Cl ((±)-4-[(3,5-Dichloro-4-pyridyl)aminocarbonyl]-7-methoxy-3-[(3-pyridylmethyl)aminocarbonyl]methyl-2,3-dihydrobenzofuran). Isolated yield 19.0%. RXN SMILES: [C:1]([CH2:4][CH:5]1[C:9]2[C:10]([C:16]([NH:18][C:19]3[C:24]([Cl:25])=[CH:23][N:22]=[CH:21][C:20]=3[Cl:26])=[O:17])=[CH:11][CH:12]=[C:13]([O:14][CH3:15])[C:8]=2[O:7][CH2:6]1)([OH:3])=O.[N:27]1[CH:32]=[CH:31][CH:30]=[C:29]([CH2:33][NH2:34])[CH:28]=1>>[Cl:25][C:24]1[CH:23]=[N:22][CH:21]=[C:20]([Cl:26])[C:19]=1[NH:18][C:16]([C:10]1[C:9]2[CH:5]([CH2:4][C:1]([NH:34][CH2:33][C:29]3[CH:28]=[N:27][CH:32]=[CH:31][CH:30]=3)=[O:3])[CH2:6][O:7][C:8]=2[C:13]([O:14][CH3:15])=[CH:12][CH:11]=1)=[O:17]. Procedure details: Substantially the same procedure as in Example 13 was repeated using Compound 9 (0.30 g) obtained in Example 9 and 3-pyridylmethylamine to give Compound 18 (0.07 g, 19%) as a white solid.